This data is from the Open Reaction Database (ORD), a public repository of structured organic reaction records. The task is: describe an organic reaction: reactants, conditions, products, and yield Reactants: FC1=CC=C(C=C1)C=1OC(=NN1)C=1C(=NOC1C)C1=CC=CC=C1 (2-(4-fluoro-phenyl)-5-(5-methyl-3-phenyl-isoxazol-4-yl)-[1,3,4]oxadiazole), N1CCCCC1 (piperidine). Run in CS(=O)C (DMSO). Run at temperature 170 celsius, time 5 hour. The product is CC1=C(C(=NO1)C1=CC=CC=C1)C1=NN=C(O1)C1=CC=C(C=C1)N1CCCCC1 (1-{4-[5-(5-Methyl-3-phenyl-isoxazol-4-yl)-[1,3,4]oxadiazol-2-yl]-phenyl}-piperidine). Isolated yield 80.1%. RXN SMILES: F[C:2]1[CH:7]=[CH:6][C:5]([C:8]2[O:9][C:10]([C:13]3[C:14]([C:19]4[CH:24]=[CH:23][CH:22]=[CH:21][CH:20]=4)=[N:15][O:16][C:17]=3[CH3:18])=[N:11][N:12]=2)=[CH:4][CH:3]=1.[NH:25]1[CH2:30][CH2:29][CH2:28][CH2:27][CH2:26]1>CS(C)=O>[CH3:18][C:17]1[O:16][N:15]=[C:14]([C:19]2[CH:24]=[CH:23][CH:22]=[CH:21][CH:20]=2)[C:13]=1[C:10]1[O:9][C:8]([C:5]2[CH:6]=[CH:7][C:2]([N:25]3[CH2:30][CH2:29][CH2:28][CH2:27][CH2:26]3)=[CH:3][CH:4]=2)=[N:12][N:11]=1. Reported procedure: To a solution of 2-(4-fluoro-phenyl)-5-(5-methyl-3-phenyl-isoxazol-4-yl)-[1,3,4]oxadiazole (200 mg, 0.62 mmol) in DMSO (2 mL) was added piperidine (307 μL, 3.11 mmol) and the resulting mixture stirred for 5 h at 170° C. After cooling to ambient temperature the reaction mixture was extracted with aqueous hydrochloric acid (1 N, 20 mL) and ethyl acetate (20 mL). The aqueous layer was extracted with ethyl acetate (20 mL) and the combined organic layers were washed with brine (half-saturated, 20 mL)...